This data is from the Open Reaction Database (ORD), a public repository of structured organic reaction records. The task is: describe an organic reaction: reactants, conditions, products, and yield Starting materials: CCOC(=O)C1CCc2cc(OC)ccc2C1=O, CC(=O)O, [O-][Cl+3]([O-])([O-])O. Yields the product CCOC(=O)C1CCc2cc(OC)ccc2C1. As a reaction SMILES: [CH3:1][O:2][c:3]1[cH:4][c:5]2[c:10]([cH:11][cH:12]1)[C:9](=[O:13])[CH:8]([C:14](=[O:15])[O:16][CH2:17][CH3:18])[CH2:7][CH2:6]2.[CH3:24][C:25](=[O:26])[OH:27].[Cl+3:19]([OH:20])([O-:21])([O-:22])[O-:23]>>[CH3:1][O:2][c:3]1[cH:4][c:5]2[c:10]([cH:11][cH:12]1)[CH2:9][CH:8]([C:14](=[O:15])[O:16][CH2:17][CH3:18])[CH2:7][CH2:6]2. The reactants are CC=1C(=NC(=CC1)C)C#N (3,6-dimethylpyridine-2-carbonitrile), C(=O)(O)[O-].[Na+] (NaHCO3), O (water). The reagents and catalysts are OS(=O)(=O)O (H2SO4). Solvent: C(C)(=O)OC(C)=O (acetic anhydride). Reaction conditions: time 1 hour. Product: OCC1=CC=C(C(=N1)C#N)C (6-Hydroxymethyl-3-methylpyridine-2-carbonitrile). The yield is 51.0%. Reaction SMILES: [CH3:1][C:2]1[C:3]([C:9]#[N:10])=[N:4][C:5]([CH3:8])=[CH:6][CH:7]=1.O.C([O-])(O)=[O:13].[Na+]>OS(O)(=O)=O.C(OC(=O)C)(=O)C>[OH:13][CH2:8][C:5]1[N:4]=[C:3]([C:9]#[N:10])[C:2]([CH3:1])=[CH:7][CH:6]=1 |f:2.3|. Procedure: A solution of 3,6-dimethylpyridine-2-carbonitrile (4.44 g, 30.0 mmol) and conc. H2SO4 (2 drops) in acetic anhydride (30 mL) was stirred at 100° C. for 16 h, cooled to room temperature, poured into water (100 mL) and basified to pH 8 with saturated aqueous NaHCO3. The mixture was extracted with EtOAc (3×25 mL) and the combined organic phase dried (MgSO4) and concentrated in vacuo. The residue was treated with MeOH (100 mL), water (40 mL) and K2CO3 (8.8 g), stirred at room temperature for 1 h, con...